Dataset: the Open Reaction Database (ORD), a public repository of structured organic reaction records. Task: describe an organic reaction: reactants, conditions, products, and yield RXN SMILES: [Br:1][C:2]1[C:11]2[NH:10][C:9](=[O:12])[O:8][C:7]([CH3:14])([CH3:13])[C:6]=2[CH:5]=[C:4]([OH:15])[CH:3]=1.[C:16]1([S:22]([CH2:24][CH2:25][CH2:26][CH2:27]Br)=[O:23])[CH:21]=[CH:20][CH:19]=[CH:18][CH:17]=1>>[Br:1][C:2]1[C:11]2[NH:10][C:9](=[O:12])[O:8][C:7]([CH3:13])([CH3:14])[C:6]=2[CH:5]=[C:4]([O:15][CH2:27][CH2:26][CH2:25][CH2:24][S:22]([C:16]2[CH:21]=[CH:20][CH:19]=[CH:18][CH:17]=2)=[O:23])[CH:3]=1. The product is BrC1=CC(=CC=2C(OC(NC21)=O)(C)C)OCCCCS(=O)C2=CC=CC=C2 (8-Bromo-6-(4-phenylsulfinyl-butoxy)-4,4-dimethyl-4H-3,1-benzoxazin-2-one). Reactants: BrC1=CC(=CC=2C(OC(NC21)=O)(C)C)O (8-bromo-6-hydroxy-4,4-dimethyl-4H-3,1-benzoxazin-2-one), C1(=CC=CC=C1)S(=O)CCCCBr (4-phenylsulfinyl-butylbromide). Reported procedure: Prepared analogously to Example 4 from 8-bromo-6-hydroxy-4,4-dimethyl-4H-3,1-benzoxazin-2-one and 4-phenylsulfinyl-butylbromide. Reactants: CC(C)(C)OC(=O)N(CCCl)CCCl, N#CCc1ccc(F)cc1F, [H-], [Na+], CN(C)C=O. Product: CC(C)(C)OC(=O)N1CCC(C#N)(c2ccc(F)cc2F)CC1. As a reaction SMILES: [C:1]([CH3:2])([CH3:3])([CH3:4])[O:5][C:6]([N:7]([CH2:8][CH2:9][Cl:13])[CH2:11][CH2:12][Cl:10])=[O:14].[F:15][c:16]1[c:17]([CH2:23][C:24]#[N:25])[cH:18][cH:19][c:20]([F:22])[cH:21]1.[H-:27].[Na+:26].[O:28]=[CH:29][N:30]([CH3:31])[CH3:32]>>[C:1]([CH3:2])([CH3:3])([CH3:4])[O:5][C:6]([N:7]1[CH2:8][CH2:9][C:23]([c:17]2[c:16]([F:15])[cH:21][c:20]([F:22])[cH:19][cH:18]2)([C:24]#[N:25])[CH2:12][CH2:11]1)=[O:14]. Reactants: COc1cccc(CC(=O)O)c1, CC(=O)[O-], [Na+], O=C1OC(=O)c2ccccc21. Product: COc1cccc(C=C2OC(=O)c3ccccc32)c1. As a reaction SMILES: [CH3:12][O:13][c:14]1[cH:15][c:16]([CH2:20][C:21]([OH:22])=[O:23])[cH:17][cH:18][cH:19]1.[CH3:25][C:26](=[O:27])[O-:28].[Na+:24].[O:1]=[C:2]1[O:3][C:4](=[O:5])[c:6]2[cH:7][cH:8][cH:9][cH:10][c:11]21>>[C:2]1(=[CH:20][c:16]2[cH:15][c:14]([O:13][CH3:12])[cH:19][cH:18][cH:17]2)[O:3][C:4](=[O:5])[c:6]2[cH:7][cH:8][cH:9][cH:10][c:11]21.